Dataset: the Open Reaction Database (ORD), a public repository of structured organic reaction records. Task: describe an organic reaction: reactants, conditions, products, and yield Reactants: ClC1(C2CC=3C=CC=C(C3CC21)O)Cl (1,1-Dichloro-1a,2,7,7a-tetrahydro-1H-cyclopropa[b]naphthalene-3-ol), C(C)O (ethanol), [H-].[Na+] (sodium hydride), [H][H] (hydrogen), CN(CCBr)C (2-(dimethylamino) ethyl bromide). Conditions: time 3 hour. Yields the product CN(CCOC1=C2CC3C(CC2=CC=C1)C3(Cl)Cl)C (3-[2-(dimethylamino)ethoxy]-1,1-dichloro-1a, 2,7,7a-tetrahydro[1H]-cyclopropa[b]naphthalene). Reaction SMILES: [Cl:1][C:2]1([Cl:14])[CH:12]2[CH:3]1[CH2:4][C:5]1[CH:6]=[CH:7][CH:8]=[C:9]([OH:13])[C:10]=1[CH2:11]2.C(O)C.[H-].[Na+].[H][H].[CH3:22][N:23]([CH3:27])[CH2:24][CH2:25]Br>>[CH3:22][N:23]([CH3:27])[CH2:24][CH2:25][O:13][C:9]1[CH:8]=[CH:7][CH:6]=[C:5]2[C:10]=1[CH2:11][CH:12]1[C:2]([Cl:14])([Cl:1])[CH:3]1[CH2:4]2 |f:2.3|. Procedure: To a cooled solution of 2.3g (0.01 mole) of product of Example 2 in 50 ml of anhydrous ethanol 0.48g (0.01 mole) of 50% sodium hydride is added in portions. After the evolution of hydrogen has ceased, 1.5g (0.01 mole) of 2-(dimethylamino) ethyl bromide is added dropwise, and the mixture is refluxed with stirring for 3 hours. The solvent is removed in vacuo, the residue is mixed with 25 ml of water and the mixture extracted with chloroform. The chloroform extract is washed with water, dried (MgSO... Reactants: C([O-])([O-])=O.[K+].[K+] (Potassium carbonate), O (water), OC1=CC=C(CO)C=C1 (4-hydroxybenzyl alcohol), BrCCC#N (3-bromopropionitrile). The reagents and catalysts are [I-].[K+] (potassium iodide). The solvent is CC(CC)=O (2-butanone). Yields the product C(#N)CCCOC1=CC=C(CO)C=C1 (4-(3-cyanopropyloxy)benzyl alcohol). The yield is 105.9%. RXN SMILES: [OH:1][C:2]1[CH:9]=[CH:8][C:5]([CH2:6][OH:7])=[CH:4][CH:3]=1.Br[CH2:11][CH2:12][C:13]#[N:14].[C:15](=O)([O-])[O-].[K+].[K+].O>CC(=O)CC.[I-].[K+]>[C:13]([CH2:12][CH2:11][CH2:15][O:1][C:2]1[CH:9]=[CH:8][C:5]([CH2:6][OH:7])=[CH:4][CH:3]=1)#[N:14] |f:2.3.4,7.8|. Procedure details: The 4-hydroxybenzyl alcohol (24.8 g, 0.2 mol) and 3-bromopropionitrile (29.6 g, 0.2 mol) were dissolved in 250 ml of 2-butanone. Potassium carbonate (30 g) and catalytic potassium iodide (0.2 g) were added and the reaction was refluxed for 48 hrs. After cooling, water was added and the layers were separated. The organic layer was washed with water, 1N sodium hydroxide and water again, dried over MgSO4, filtered, and concentrated to dryness. The resultant oil was slurried in hexane and the precip... Reactants: CS(=O)(=O)c1ccc(C(COC(=O)OCCCCCCBr)=C(CO)c2ccccc2)cc1, CC(C)(C)O, C1CCOC1, CC=C(C)C, [O-][Cl+][O-], ClCCl, [Na+], O, O=P(O)(O)O. The product is CS(=O)(=O)c1ccc(C(COC(=O)OCCCCCCBr)=C(C(=O)O)c2ccccc2)cc1. As a reaction SMILES: [C:1]([O:2][CH2:3][CH2:4][CH2:5][CH2:6][CH2:7][CH2:8][Br:9])([O:10][CH2:11][C:12](=[C:13]([CH2:14][OH:15])[c:16]1[cH:17][cH:18][cH:19][cH:20][cH:21]1)[c:22]1[cH:23][cH:24][c:25]([S:28](=[O:29])(=[O:30])[CH3:31])[cH:26][cH:27]1)=[O:32].[C:55]([OH:56])([CH3:57])([CH3:58])[CH3:59].[CH2:50]1[O:51][CH2:52][CH2:53][CH2:54]1.[CH3:33][C:34](=[CH:35][CH3:36])[CH3:37].[Cl+:43]([O-:44])[O-:45].[Cl:47][CH2:48][Cl:49].[Na+:46].[OH2:60].[P:38]([OH:39])(=[O:40])([OH:41])[OH:42]>>[C:1]([O:2][CH2:3][CH2:4][CH2:5][CH2:6][CH2:7][CH2:8][Br:9])([O:10][CH2:11][C:12](=[C:13]([C:14](=[O:15])[OH:39])[c:16]1[cH:17][cH:18][cH:19][cH:20][cH:21]1)[c:22]1[cH:23][cH:24][c:25]([S:28](=[O:29])(=[O:30])[CH3:31])[cH:26][cH:27]1)=[O:32]. Reactants: C(C\C=C\CC)(=O)OC ((E)-methyl hex-3-enoate), C1(CC1)CO (cyclopropanemethanol), ester. Product: C(C\C=C\CC)(=O)OCC1CC1 ((E)-cyclopropylmethyl hex-3-enoate). As a reaction SMILES: [C:1]([O:8][CH3:9])(=[O:7])[CH2:2]/[CH:3]=[CH:4]/[CH2:5][CH3:6].[CH:10]1(CO)[CH2:12][CH2:11]1>>[C:1]([O:8][CH2:9][CH:10]1[CH2:12][CH2:11]1)(=[O:7])[CH2:2]/[CH:3]=[CH:4]/[CH2:5][CH3:6]. Procedure details: Prepared from (E)-methyl hex-3-enoate and cyclopropanemethanol according to the ester preparation method B described above. Starting materials: CC(C)(C)OC(=O)N1CCN(c2c(F)ccc3c2CNC(=O)N3Cc2ccccc2)CC1, CCOCC, CCO, Cl. The product is O=C1NCc2c(ccc(F)c2N2CCNCC2)N1Cc1ccccc1. As a reaction SMILES: [C:1]([O:2][C:3](=[O:4])[N:8]1[CH2:9][CH2:10][N:11]([c:14]2[c:15]3[c:20]([cH:21][cH:22][c:23]2[F:24])[N:19]([CH2:25][c:26]2[cH:27][cH:28][cH:29][cH:30][cH:31]2)[C:18](=[O:32])[NH:17][CH2:16]3)[CH2:12][CH2:13]1)([CH3:5])([CH3:6])[CH3:7].[CH3:33][CH2:34][O:35][CH2:36][CH3:37].[CH3:39][CH2:40][OH:41].[ClH:38]>>[NH:8]1[CH2:9][CH2:10][N:11]([c:14]2[c:15]3[c:20]([cH:21][cH:22][c:23]2[F:24])[N:19]([CH2:25][c:26]2[cH:27][cH:28][cH:29][cH:30][cH:31]2)[C:18](=[O:32])[NH:17][CH2:16]3)[CH2:12][CH2:13]1. The reactants are C(C)OC(CCCN)OCC (4-Aminobutyraldehyde diethyl acetal), C(C=C)(=O)Cl (Acryloyl chloride). The solvent is C(Cl)Cl (CH2Cl2). Reaction conditions: temperature 15 celsius, time 1 hour. The product is C(C=C)(=O)N1CCCC1OCC (N-acryloyl-5-ethoxy pyrrolidine). Yield: 87.0%. RXN SMILES: C(O[CH:4]([O:9][CH2:10][CH3:11])[CH2:5][CH2:6][CH2:7][NH2:8])C.[C:12](Cl)(=[O:15])[CH:13]=[CH2:14]>C(Cl)Cl>[C:12]([N:8]1[CH:4]([O:9][CH2:10][CH3:11])[CH2:5][CH2:6][CH2:7]1)(=[O:15])[CH:13]=[CH2:14]. Procedure details: 4-Aminobutyraldehyde diethyl acetal (AmBDA, 75 g, 1.09 mol, Aldrich Chemical) was combined with a two phase mixture of 955 mL of CH2Cl2 and 160 mL of 14 N NaDH in a 3 neck flask equipped with a thermometer and an efficient mechanical stirrer. This was cooled to 15° C. with an ice bath. Acryloyl chloride (98.3 g, 1.09 mol, Aldrich) was added via an addition funnel at a rate slow enough to maintain the reaction temperature below 30° C. Reaction monitoring by capillary glpc revealed essentially com...